describe an organic reaction: reactants, conditions, products, and yield From a dataset of the Open Reaction Database (ORD), a public repository of structured organic reaction records. Starting materials: BrCc1ccccc1, O=C([O-])[O-], CCCCCCCCCCCCCCCCCCOc1ccc(O)c(C(=O)OC)c1, CC(C)=O, [K+], [K+], CN(C)C=O. The product is CCCCCCCCCCCCCCCCCCOc1ccc(OCc2ccccc2)c(C(=O)OC)c1. As a reaction SMILES: [Br:31][CH2:32][c:33]1[cH:34][cH:35][cH:36][cH:37][cH:38]1.[C:39](=[O:40])([O-:41])[O-:42].[CH3:1][O:2][C:3]([c:4]1[c:5]([OH:29])[cH:6][cH:7][c:8]([O:10][CH2:11][CH2:12][CH2:13][CH2:14][CH2:15][CH2:16][CH2:17][CH2:18][CH2:19][CH2:20][CH2:21][CH2:22][CH2:23][CH2:24][CH2:25][CH2:26][CH2:27][CH3:28])[cH:9]1)=[O:30].[CH3:45][C:46](=[O:47])[CH3:48].[K+:43].[K+:44].[O:49]=[CH:50][N:51]([CH3:52])[CH3:53]>>[CH3:1][O:2][C:3]([c:4]1[c:5]([O:29][CH2:32][c:33]2[cH:34][cH:35][cH:36][cH:37][cH:38]2)[cH:6][cH:7][c:8]([O:10][CH2:11][CH2:12][CH2:13][CH2:14][CH2:15][CH2:16][CH2:17][CH2:18][CH2:19][CH2:20][CH2:21][CH2:22][CH2:23][CH2:24][CH2:25][CH2:26][CH2:27][CH3:28])[cH:9]1)=[O:30]. Reactants: [BH4-].[Na+] (NaBH4), NC=1C=C2CN(C(C2=CC1)=O)CCCC (5-Amino-2-butylisoindolin-1-one), C(=O)C=1C=NC=CC1NC(C(C)(C)C)=O (N-(3-formylpyridin-4-yl)pivalamide), C(=O)(O)[O-].[Na+] (NaHCO3), C(=O)(O)[O-].[Na+] (NaHCO3). Solvent: O (water), CO (MeOH), C(C)(=O)O (acetic acid), O (water). Run at time 5 day. The product is C(CCC)N1C(C2=CC=C(C=C2C1)NCC=1C=NC=CC1NC(C(C)(C)C)=O)=O (N-(3-((2-butyl-1-oxoisoindolin-5-ylamino)methyl)pyridin-4-yl)pivalamide). As a reaction SMILES: [NH2:1][C:2]1[CH:3]=[C:4]2[C:8](=[CH:9][CH:10]=1)[C:7](=[O:11])[N:6]([CH2:12][CH2:13][CH2:14][CH3:15])[CH2:5]2.[CH:16]([C:18]1[CH:19]=[N:20][CH:21]=[CH:22][C:23]=1[NH:24][C:25](=[O:30])[C:26]([CH3:29])([CH3:28])[CH3:27])=O.C([O-])(O)=O.[Na+].[BH4-].[Na+]>C(O)(=O)C.CO.O>[CH2:12]([N:6]1[CH2:5][C:4]2[C:8](=[CH:9][CH:10]=[C:2]([NH:1][CH2:16][C:18]3[CH:19]=[N:20][CH:21]=[CH:22][C:23]=3[NH:24][C:25](=[O:30])[C:26]([CH3:28])([CH3:27])[CH3:29])[CH:3]=2)[C:7]1=[O:11])[CH2:13][CH2:14][CH3:15] |f:2.3,4.5|. Reported procedure: 5-Amino-2-butylisoindolin-1-one (49.5 mg, 0.242 mmol) was added to a solution of N-(3-formylpyridin-4-yl)pivalamide (50 mg, 0.242 mmol) in acetic acid (1 mL). After stiffing for 5 days, water and sat aqueous NaHCO3 solution were added. The mixture was extracted with EtOAc, the combined organic layers were washed with water, dried over MgSO4 and the solvent was removed in vacuo. The residue obtained was dissolved in MeOH (3 mL) and NaBH4 (18.3 mg, 0.485 mmol) was added. After stirring overnight, ... Reactants: CS(=O)(=O)OS(C)(=O)=O, CCOC(=O)c1nnc2ccc(N)cc2c1O, c1ccncc1. Product: CCOC(=O)c1nnc2ccc(NS(C)(=O)=O)cc2c1O. Reaction SMILES: [CH3:1][S:2](=[O:3])([O:5][S:4]([CH3:6])(=[O:7])=[O:8])=[O:9].[NH2:10][c:11]1[cH:12][c:13]2[c:14]([OH:26])[c:15]([C:21](=[O:22])[O:23][CH2:24][CH3:25])[n:16][n:17][c:18]2[cH:19][cH:20]1.[cH:27]1[cH:28][cH:29][n:30][cH:31][cH:32]1>>[CH3:1][S:2](=[O:3])(=[O:5])[NH:10][c:11]1[cH:12][c:13]2[c:14]([OH:26])[c:15]([C:21](=[O:22])[O:23][CH2:24][CH3:25])[n:16][n:17][c:18]2[cH:19][cH:20]1.